Dataset: the Open Reaction Database (ORD), a public repository of structured organic reaction records. Task: describe an organic reaction: reactants, conditions, products, and yield Starting materials: ClC=1C=CC(=NC1)C(CC1=CC=CC=C1)(N=C=S)C1=CC(=CC(=C1)C(F)(F)F)F (5-chloro-2-(1-(3-fluoro-5-(trifluoromethyl)phenyl)-1-isothiocyanato-2-phenylethyl)pyridine), C1(=C(C=CC=C1)N)N (phenylenediamine), TEA, CCN=C=NCCCN(C)C (EDCI). Run in ClC(C)Cl (dichloroethane). Run at temperature 80 celsius. The product is ClC=1C=CC(=NC1)C(CC1=CC=CC=C1)(C1=CC(=CC(=C1)C(F)(F)F)F)NC1=NC2=C(N1)C=CC=C2 (N-(1-(5-chloropyridin-2-yl)-1-(3-fluoro-5-(trifluoromethyl)phenyl)-2-phenylethyl)-1H-benzo[d]imidazol-2-amine). The yield is 47.2%. Reaction SMILES: [Cl:1][C:2]1[CH:3]=[CH:4][C:5]([C:8]([C:19]2[CH:24]=[C:23]([C:25]([F:28])([F:27])[F:26])[CH:22]=[C:21]([F:29])[CH:20]=2)([N:16]=[C:17]=S)[CH2:9][C:10]2[CH:15]=[CH:14][CH:13]=[CH:12][CH:11]=2)=[N:6][CH:7]=1.[C:30]1([NH2:37])[CH:35]=[CH:34][CH:33]=[CH:32][C:31]=1[NH2:36].CCN=C=NCCCN(C)C>ClC(Cl)C>[Cl:1][C:2]1[CH:3]=[CH:4][C:5]([C:8]([NH:16][C:17]2[NH:37][C:30]3[CH:35]=[CH:34][CH:33]=[CH:32][C:31]=3[N:36]=2)([C:19]2[CH:24]=[C:23]([C:25]([F:28])([F:27])[F:26])[CH:22]=[C:21]([F:29])[CH:20]=2)[CH2:9][C:10]2[CH:15]=[CH:14][CH:13]=[CH:12][CH:11]=2)=[N:6][CH:7]=1. Procedure: 5-chloro-2-(1-(3-fluoro-5-(trifluoromethyl)phenyl)-1-isothiocyanato-2-phenylethyl)pyridine (0.036 g, 0.083 mmol) in dichloroethane (1 mL) in a two drum vial was added phenylenediamine (12 mg, 0.108 mmol) and TEA (13 mL, 0.091 mmol). The reaction was heated at 80° C. for 2 hours. EDCI (24 mg, 0.124 mmol) was added and the reaction was continued to be heated at 80° C. overnight. The reaction was concentrated and the crude mixture was purified by ISCO chromatography (12 g column) using hexanes/EtOA... The reactants are ClS(=O)(=O)N=C=O (chlorosulphonyl isocyanate), C(O)([O-])=O.[Na+] (sodium hydrogen carbonate), OCCC(C1=CC(=CC=C1)C(F)(F)F)NC(OC(C)(C)C)=O (tert-Butyl {3-hydroxy-1-[3-(trifluoromethyl)phenyl]propyl}carbamate), O (water). The solvent is C(C)#N (acetonitrile), C(C)#N (acetonitrile). Run at temperature 60 celsius, time 5 minute. Yields the product C(N)(OCCC(C1=CC(=CC=C1)C(F)(F)F)N)=O (3-Amino-3-[3-(trifluoromethyl)phenyl]propyl carbamate). RXN SMILES: [OH:1][CH2:2][CH2:3][CH:4]([NH:15]C(=O)OC(C)(C)C)[C:5]1[CH:10]=[CH:9][CH:8]=[C:7]([C:11]([F:14])([F:13])[F:12])[CH:6]=1.ClS([N:27]=[C:28]=[O:29])(=O)=O.O.C(=O)([O-])O.[Na+]>C(#N)C>[C:28](=[O:29])([O:1][CH2:2][CH2:3][CH:4]([NH2:15])[C:5]1[CH:10]=[CH:9][CH:8]=[C:7]([C:11]([F:12])([F:13])[F:14])[CH:6]=1)[NH2:27] |f:3.4|. Procedure: Of the compound from Example 128A, 827 mg (2.59 mmol) were introduced in 100 ml of acetonitrile. A solution of 676 μl (7.77 mmol) of chlorosulphonyl isocyanate in 10 ml of acetonitrile was added dropwise at −15° C. After 5 min, 50 ml of water were added and the mixture was then stirred at 60° C. overnight. The reaction mixture was admixed with saturated aqueous sodium hydrogen carbonate solution and then extracted three times with ethyl acetate. The combined organic phases were dried over sodium... Reactants: O=C(CCCCCBr)c1ccccc1, O=C([O-])[O-], CN(C)C=O, [K+], [K+], O, CC(C)(C)OC(=O)NCC1(O)CCNCC1. Product: CC(C)(C)OC(=O)NCC1(O)CCN(CCCCCC(=O)c2ccccc2)CC1. RXN SMILES: [Br:1][CH2:2][CH2:3][CH2:4][CH2:5][CH2:6][C:7](=[O:8])[c:9]1[cH:10][cH:11][cH:12][cH:13][cH:14]1.[C:15](=[O:16])([O-:17])[O-:18].[CH3:38][N:39]([CH3:40])[CH:41]=[O:42].[K+:19].[K+:20].[OH2:37].[OH:21][C:22]1([CH2:28][NH:29][C:30](=[O:31])[O:32][C:33]([CH3:34])([CH3:35])[CH3:36])[CH2:23][CH2:24][NH:25][CH2:26][CH2:27]1>>[CH2:2]([CH2:3][CH2:4][CH2:5][CH2:6][C:7](=[O:8])[c:9]1[cH:10][cH:11][cH:12][cH:13][cH:14]1)[N:25]1[CH2:24][CH2:23][C:22]([OH:21])([CH2:28][NH:29][C:30](=[O:31])[O:32][C:33]([CH3:34])([CH3:35])[CH3:36])[CH2:27][CH2:26]1. Starting materials: F/C(=C/CNC(OC(C)(C)C)=O)/COC1=CC=CC=C1 ((E)-tert-butyl 3-fluoro-4-phenoxybut-2-enylcarbamate), Cl (HCl). Run in C(C)OCC (diethyl ether). Run at time 68 hour. Yields the product Cl.F/C(=C/CN)/COC1=CC=CC=C1 ((E)-3-fluoro-4-phenoxybut-2-en-1-amine hydrochloride). Isolated yield 46.0%. Reaction SMILES: [F:1]/[C:2](/[CH2:13][O:14][C:15]1[CH:20]=[CH:19][CH:18]=[CH:17][CH:16]=1)=[CH:3]/[CH2:4][NH:5]C(=O)OC(C)(C)C.[ClH:21]>C(OCC)C>[ClH:21].[F:1]/[C:2](/[CH2:13][O:14][C:15]1[CH:20]=[CH:19][CH:18]=[CH:17][CH:16]=1)=[CH:3]/[CH2:4][NH2:5] |f:3.4|. Reported procedure: To a solution of (E)-tert-butyl 3-fluoro-4-phenoxybut-2-enylcarbamate (0.026 g, 0.09 mmol) in diethyl ether (3 mL) was added HCl (2 M solution in diethyl ether; 0.23 mL) dropwise. The reaction mixture was then sealed and allowed to stand for 68 hours. The solvent was removed under reduced pressure, dissolved in methanol (2 mL), filtered, and the methanol removed. The resultant gum was dried at 60° C. to afford (E)-3-fluoro-4-phenoxybut-2-en-1-amine hydrochloride (0.009 g, 46%) as an off-white so... Reactants: N#Cc1cc(Br)cc(Br)c1, COCCOC, [K+], [K+], O=C([O-])[O-], OB(O)c1ccccc1, c1ccc(P(c2ccccc2)(c2ccccc2)[Pd](P(c2ccccc2)(c2ccccc2)c2ccccc2)(P(c2ccccc2)(c2ccccc2)c2ccccc2)P(c2ccccc2)(c2ccccc2)c2ccccc2)cc1. Yields the product N#Cc1cc(Br)cc(-c2ccccc2)c1. As a reaction SMILES: [Br:1][c:2]1[cH:3][c:4]([C:5]#[N:6])[cH:7][c:8]([Br:10])[cH:9]1.[CH3:103][O:104][CH2:105][CH2:106][O:107][CH3:108].[K+:20].[K+:21].[O-:22][C:23]([O-:24])=[O:25].[OH:11][B:12]([OH:13])[c:14]1[cH:15][cH:16][cH:17][cH:18][cH:19]1.[cH:26]1[cH:27][cH:28][c:29]([P:30]([Pd:31]([P:32]([c:33]2[cH:34][cH:35][cH:36][cH:37][cH:38]2)([c:39]2[cH:40][cH:41][cH:42][cH:43][cH:44]2)[c:45]2[cH:46][cH:47][cH:48][cH:49][cH:50]2)([P:51]([c:52]2[cH:53][cH:54][cH:55][cH:56][cH:57]2)([c:58]2[cH:59][cH:60][cH:61][cH:62][cH:63]2)[c:64]2[cH:65][cH:66][cH:67][cH:68][cH:69]2)[P:70]([c:71]2[cH:72][cH:73][cH:74][cH:75][cH:76]2)([c:77]2[cH:78][cH:79][cH:80][cH:81][cH:82]2)[c:83]2[cH:84][cH:85][cH:86][cH:87][cH:88]2)([c:89]2[cH:90][cH:91][cH:92][cH:93][cH:94]2)[c:95]2[cH:96][cH:97][cH:98][cH:99][cH:100]2)[cH:101][cH:102]1>>[c:2]1(-[c:14]2[cH:15][cH:16][cH:17][cH:18][cH:19]2)[cH:3][c:4]([C:5]#[N:6])[cH:7][c:8]([Br:10])[cH:9]1. Starting materials: COC(=O)[C@H]1N(C[C@@H](C1)S(=O)(=O)C1=C(C=CC=C1)C(F)(F)F)C(CC(C)=O)=S ((2S,4R)-1-(3-oxo-thiobutyryl)-4-(2-trifluoromethyl-benzenesulfonyl)-pyrrolidine-2-carboxylic acid methyl ester), CNN (methyl-hydrazine). Product: COC(=O)[C@H]1N(C[C@@H](C1)S(=O)(=O)C1=C(C=CC=C1)C(F)(F)F)C1=NN(C(=C1)C)C ((2S,4R)-1-(1,5-Dimethyl-1H-pyrazol-3-yl)-4-(2-trifluoromethyl-benzenesulfonyl)-pyrrolidine-2-carboxylic acid methyl ester). RXN SMILES: [CH3:1][O:2][C:3]([C@@H:5]1[CH2:9][C@@H:8]([S:10]([C:13]2[CH:18]=[CH:17][CH:16]=[CH:15][C:14]=2[C:19]([F:22])([F:21])[F:20])(=[O:12])=[O:11])[CH2:7][N:6]1[C:23](=S)[CH2:24][C:25](=O)[CH3:26])=[O:4].[CH3:29][NH:30][NH2:31]>>[CH3:1][O:2][C:3]([C@@H:5]1[CH2:9][C@@H:8]([S:10]([C:13]2[CH:18]=[CH:17][CH:16]=[CH:15][C:14]=2[C:19]([F:22])([F:21])[F:20])(=[O:12])=[O:11])[CH2:7][N:6]1[C:23]1[CH:24]=[C:25]([CH3:26])[N:30]([CH3:29])[N:31]=1)=[O:4]. Reported procedure: In analogy to the procedure described in example 192 h, (2S,4R)-1-(3-oxo-thiobutyryl)-4-(2-trifluoromethyl-benzenesulfonyl)-pyrrolidine-2-carboxylic acid methyl ester (example 192 g) was reacted with methyl-hydrazine (CAS Reg. No. 60-34-4) to give the title compound as yellow solid. MS (ESI): m/z=432.1 [M+H]+.